Dataset: the Open Reaction Database (ORD), a public repository of structured organic reaction records. Task: describe an organic reaction: reactants, conditions, products, and yield Reactants: N(N)C1=CC(N(C(N1CC(C)C)=O)C)=O (6-hydrazino-1-isobutyl-3-methylpyrimidine-2,4(1H,3H)-dione), S1C=C(C2=C1C=CC=C2)C=O (1-benzothiophene-3-carbaldehyde), C(=O)C1=CC(=CN1C)C(=O)O (5-formyl-1-methyl-1H-pyrrole-3-carboxylic acid). The product is S1C=C(C2=C1C=CC=C2)CN2N=C1N(C(N(C(C1=C2C2=CC(=CN2C)C(=O)O)=O)C)=O)CC(C)C (5-[2-(1-benzothien-3-ylmethyl)-7-isobutyl-5-methyl-4,6-dioxo-4,5,6,7-tetrahydro-2H-pyrazolo[3,4-d]pyrimidin-3-yl]-1-methyl-1H-pyrrole-3-carboxylic acid). RXN SMILES: [NH:1]([C:3]1[N:8]([CH2:9][CH:10]([CH3:12])[CH3:11])[C:7](=[O:13])[N:6]([CH3:14])[C:5](=[O:15])[CH:4]=1)[NH2:2].[S:16]1[C:20]2[CH:21]=[CH:22][CH:23]=[CH:24][C:19]=2[C:18]([CH:25]=O)=[CH:17]1.[CH:27]([C:29]1[N:33]([CH3:34])[CH:32]=[C:31]([C:35]([OH:37])=[O:36])[CH:30]=1)=O>>[S:16]1[C:20]2[CH:21]=[CH:22][CH:23]=[CH:24][C:19]=2[C:18]([CH2:25][N:2]2[C:27]([C:29]3[N:33]([CH3:34])[CH:32]=[C:31]([C:35]([OH:37])=[O:36])[CH:30]=3)=[C:4]3[C:3]([N:8]([CH2:9][CH:10]([CH3:11])[CH3:12])[C:7](=[O:13])[N:6]([CH3:14])[C:5]3=[O:15])=[N:1]2)=[CH:17]1. Procedure: This compound was made following the procedure described above, starting with 6-hydrazino-1-isobutyl-3-methylpyrimidine-2,4(1H,3H)-dione, and condensing first with 1-benzothiophene-3-carbaldehyde, followed by 5-formyl-1-methyl-1H-pyrrole-3-carboxylic acid. Mass: 492.09 (M+H). Starting materials: BrC=1C=C2C(CNC2=CC1)(C)C (5-bromo-3,3-dimethyl-2,3-dihydro-1H-indole), N1=CC=CC=C1 (pyridine), C(C)(=O)OC(C)=O (acetic anhydride). Run in C(Cl)Cl (DCM). Conditions: time 8 hour. Yields the product BrC=1C=C2C(CN(C2=CC1)C(C)=O)(C)C (1-(5-Bromo-3,3-dimethyl-2,3-dihydro-indol-1-yl)-ethanone). Yield: 94.5%. Reaction SMILES: [Br:1][C:2]1[CH:3]=[C:4]2[C:8](=[CH:9][CH:10]=1)[NH:7][CH2:6][C:5]2([CH3:12])[CH3:11].N1C=CC=CC=1.[C:19](OC(=O)C)(=[O:21])[CH3:20]>C(Cl)Cl>[Br:1][C:2]1[CH:3]=[C:4]2[C:8](=[CH:9][CH:10]=1)[N:7]([C:19](=[O:21])[CH3:20])[CH2:6][C:5]2([CH3:12])[CH3:11]. Reported procedure: To a solution of 5-bromo-3,3-dimethyl-2,3-dihydro-1H-indole (1.6 g, 7.1 mmol) in DCM (40 mL) and pyridine (1.1 mL, 14.2 mmol) was added acetic anhydride (1 mL, 11 mmol). The reaction was stirred at room temperature overnight, then solvent was removed in vacuo and the residue partitioned between water and saturated aqueous NH4Cl. The organic phase was separated, dried (MgSO4), filtered and concentrated to give the title compound (1.8 g), used without further purification. Analytical data were con... Reactants: CC(Br)Br, Fc1ccccc1Cn1cccc1Br, [Cl-], O=C1CCN(CCc2ccc(Cl)cc2)CC1, [Mg], [NH4+], C1CCOC1. The product is OC1(c2cccn2Cc2ccccc2F)CCN(CCc2ccc(Cl)cc2)CC1. Reaction SMILES: [Br:16][CH:17]([Br:18])[CH3:19].[Br:2][c:3]1[n:4]([CH2:8][c:9]2[c:10]([F:15])[cH:11][cH:12][cH:13][cH:14]2)[cH:5][cH:6][cH:7]1.[Cl-:36].[Cl:20][c:21]1[cH:22][cH:23][c:24]([CH2:25][CH2:26][N:27]2[CH2:28][CH2:29][C:30](=[O:33])[CH2:31][CH2:32]2)[cH:34][cH:35]1.[Mg:1].[NH4+:37].[O:38]1[CH2:39][CH2:40][CH2:41][CH2:42]1>>[c:3]1([C:30]2([OH:33])[CH2:29][CH2:28][N:27]([CH2:26][CH2:25][c:24]3[cH:23][cH:22][c:21]([Cl:20])[cH:35][cH:34]3)[CH2:32][CH2:31]2)[n:4]([CH2:8][c:9]2[c:10]([F:15])[cH:11][cH:12][cH:13][cH:14]2)[cH:5][cH:6][cH:7]1. The reactants are FCCCO (3-fluoro-propan-1-ol), CS(=O)(=O)Cl (methanesulfonyl chloride), O (H2O). The solvent is C(Cl)Cl (CH2Cl2). Reaction conditions: time 1.5 hour. Product: FCCCOS(=O)(=O)C (methanesulfonic acid 3-fluoro-propyl ester). Isolated yield 91.6%. As a reaction SMILES: [F:1][CH2:2][CH2:3][CH2:4][OH:5].[CH3:6][S:7](Cl)(=[O:9])=[O:8].O>C(Cl)Cl>[F:1][CH2:2][CH2:3][CH2:4][O:5][S:7]([CH3:6])(=[O:9])=[O:8]. Reported procedure: A solution of 3-fluoro-propan-1-ol (31.2 g, 400 mmol) in 300 mL of CH2Cl2 was treated with methanesulfonyl chloride (55 g, 38 mL, 480 mmol, 1.2 equiv) at 0° C. The resulting reaction mixture was gradually warmed to room temperature and stirred for 1-2 hours. When 1H NMR showed the reaction was complete, the reaction mixture was treated with H2O (100 mL), and the two layers were separated. The aqueous layer was extracted with CH2Cl2 (2×100 mL). The combined organic layers were washed with H2O (3×... Reported procedure: Triphenylphosphine (5.71 g, 21.8 mmol), carbon tetrachloride (8.4 mL, 87 mmol), and tetrahydrofuran (12 mL) were combined in a round bottom flask under argon and stirred at room temperature for 10 minutes. A heterogeneous mixture of (4-methanesulfonylmethyl-phenyl)-methanol (2.18 g, 10.9 mmol) and tetrahydrofuran (37 mL) were added to the reaction mixture, and then the mixture was heated at 75° C. for 3 hours. The reaction mixture was cooled to room temperature, and then partitioned between ethy... Yields the product ClCC1=CC=C(C=C1)CS(=O)(=O)C (1-chloromethyl-4-methanesulfonylmethyl benzene). The yield is 66.7%. Solvent: O1CCCC1 (tetrahydrofuran), O1CCCC1 (tetrahydrofuran). The reactants are C1(=CC=CC=C1)P(C1=CC=CC=C1)C1=CC=CC=C1 (Triphenylphosphine), C(Cl)(Cl)(Cl)Cl (carbon tetrachloride), CS(=O)(=O)CC1=CC=C(C=C1)CO ((4-methanesulfonylmethyl-phenyl)-methanol). Reaction SMILES: C1(P(C2C=CC=CC=2)C2C=CC=CC=2)C=CC=CC=1.[C:20]([Cl:24])(Cl)(Cl)Cl.[CH3:25][S:26]([CH2:29][C:30]1[CH:35]=[CH:34][C:33](CO)=[CH:32][CH:31]=1)(=[O:28])=[O:27]>O1CCCC1>[Cl:24][CH2:20][C:33]1[CH:32]=[CH:31][C:30]([CH2:29][S:26]([CH3:25])(=[O:28])=[O:27])=[CH:35][CH:34]=1. Reaction conditions: time 10 minute. The reactants are ClC=1C=C(C=CC1Cl)O (3,4-dichlorophenol), ClC1=C(C=C(C=C1)C(F)(F)F)[N+](=O)[O-] (4-chloro-3-nitrobenzo-trifluoride), C([O-])([O-])=O.[K+].[K+] (potassium carbonate). The solvent is CN(C=O)C (dimethylformamide). Conditions: temperature 120 celsius, time 24 hour. The product is [N+](=O)([O-])C1=C(OC2=CC=C(C(=C2)Cl)Cl)C=CC(=C1)C(F)(F)F (2-(2-Nitro-4-trifluoromethylphenoxy)-4,5-dichlorobenzene). As a reaction SMILES: [Cl:1][C:2]1[CH:3]=[C:4]([OH:9])[CH:5]=[CH:6][C:7]=1[Cl:8].Cl[C:11]1[CH:16]=[CH:15][C:14]([C:17]([F:20])([F:19])[F:18])=[CH:13][C:12]=1[N+:21]([O-:23])=[O:22].C(=O)([O-])[O-].[K+].[K+]>CN(C)C=O>[N+:21]([C:12]1[CH:13]=[C:14]([C:17]([F:18])([F:19])[F:20])[CH:15]=[CH:16][C:11]=1[O:9][C:4]1[CH:3]=[C:2]([Cl:1])[C:7]([Cl:8])=[CH:6][CH:5]=1)([O-:23])=[O:22] |f:2.3.4|. Procedure: A mixture of 3,4-dichlorophenol (25 gram (hereinafter g), 0.153 mol), 4-chloro-3-nitrobenzo-trifluoride (52 g, 0.23 mol) and potassium carbonate (63 g, 0.459 mol) in dimethylformamide (450 mL)was stirred under argon at 120° C. for 24 h. The reaction mixture was filtered and the filtrate evaporated. The residue was dissolved in ethyl acetate, washed with water, brine, dried over anhydrous magnesium sulfate, filtered and evaporated. The residue was flash chromatographed (silica gel, methylene chlo... Reactants: BrC=1C=C(C=C(C1)F)[C@@H](CN(S(=O)(=O)C1=C(C=CC=C1)[N+](=O)[O-])C)NC(OC(C)(C)C)=O ((S)-tert-butyl (1-(3-bromo-5-fluorophenyl)-2-(N-methyl-2-nitrophenylsulfonamido)ethyl)carbamate), Cl (HCl), resultant solution. Solvent: C(Cl)Cl (DCM). Product: Cl.N[C@H](CN(S(=O)(=O)C1=C(C=CC=C1)[N+](=O)[O-])C)C1=CC(=CC(=C1)F)Br ((S)—N-(2-amino-2-(3-bromo-5-fluorophenyl)ethyl)-N-methyl-2-nitrobenzenesulfonamide hydrochloride salt). Yield: 67.7%. Reaction SMILES: [Br:1][C:2]1[CH:3]=[C:4]([C@H:9]([NH:25]C(=O)OC(C)(C)C)[CH2:10][N:11]([CH3:24])[S:12]([C:15]2[CH:20]=[CH:19][CH:18]=[CH:17][C:16]=2[N+:21]([O-:23])=[O:22])(=[O:14])=[O:13])[CH:5]=[C:6]([F:8])[CH:7]=1.[ClH:33]>C(Cl)Cl>[ClH:33].[NH2:25][C@@H:9]([C:4]1[CH:5]=[C:6]([F:8])[CH:7]=[C:2]([Br:1])[CH:3]=1)[CH2:10][N:11]([CH3:24])[S:12]([C:15]1[CH:20]=[CH:19][CH:18]=[CH:17][C:16]=1[N+:21]([O-:23])=[O:22])(=[O:14])=[O:13] |f:3.4|. Procedure details: To a solution of (S)-tert-butyl (1-(3-bromo-5-fluorophenyl)-2-(N-methyl-2-nitrophenylsulfonamido)ethyl)carbamate (40 g, 75 mmol) in DCM (420 ml) at room temperature was added HCl (4M in dioxane, 150 ml, 601 mmol). The resultant solution was stirred at room temperature for 4 hours during which time a white solid precipitated out. The reaction mixture was filtered, the white solid was washed with DCM (50 ml×2), and vacuum dried to afford 23.8 grams of the desired product as a white solid. (HCl sal...